This data is from the Open Reaction Database (ORD), a public repository of structured organic reaction records. The task is: describe an organic reaction: reactants, conditions, products, and yield The reactants are C1CCC2=NCCCN2CC1, O=C(Nc1cccc2cnccc12)C(Cl)(Cl)Cl, NCc1ccc(OC(F)(F)F)cc1. Yields the product O=C(NCc1ccc(OC(F)(F)F)cc1)Nc1cccc2cnccc12. RXN SMILES: [CH2:14]1[CH2:15][CH2:16][C:17]2=[N:22][CH2:21][CH2:20][CH2:19][N:18]2[CH2:23][CH2:24]1.[Cl:25][C:26]([C:27](=[O:28])[NH:29][c:30]1[c:31]2[cH:32][cH:33][n:34][cH:35][c:36]2[cH:37][cH:38][cH:39]1)([Cl:40])[Cl:41].[F:1][C:2]([O:3][c:4]1[cH:5][cH:6][c:7]([CH2:8][NH2:9])[cH:10][cH:11]1)([F:12])[F:13]>>[F:1][C:2]([O:3][c:4]1[cH:5][cH:6][c:7]([CH2:8][NH:9][C:27](=[O:28])[NH:29][c:30]2[c:31]3[cH:32][cH:33][n:34][cH:35][c:36]3[cH:37][cH:38][cH:39]2)[cH:10][cH:11]1)([F:12])[F:13]. The reactants are C1(=CC=CC=C1)OC (anisole), FC(C=1C=C(C(=O)Cl)C=CC1)(F)F (3-(trifluoromethyl)benzoyl chloride), FC(S(=O)(=O)[O-])(F)F.[Yb+3].FC(S(=O)(=O)[O-])(F)F.FC(S(=O)(=O)[O-])(F)F (ytterbium(III) trifluoromethanesulfonate). Solvent: [N+](=O)([O-])C (nitromethane). Reaction conditions: temperature 60 celsius, time 8 hour. The product is COC1=CC=C(C=C1)C(=O)C1=CC(=CC=C1)C(F)(F)F (3-Trifluoromethylphenyl 4-methoxyphenyl ketone). Isolated yield 25.7%. Reaction SMILES: [C:1]1([O:7][CH3:8])[CH:6]=[CH:5][CH:4]=[CH:3][CH:2]=1.[F:9][C:10]([F:21])([F:20])[C:11]1[CH:12]=[C:13]([CH:17]=[CH:18][CH:19]=1)[C:14](Cl)=[O:15].FC(F)(F)S([O-])(=O)=O.[Yb+3].FC(F)(F)S([O-])(=O)=O.FC(F)(F)S([O-])(=O)=O>[N+](C)([O-])=O>[CH3:8][O:7][C:1]1[CH:6]=[CH:5][C:4]([C:14]([C:13]2[CH:17]=[CH:18][CH:19]=[C:11]([C:10]([F:9])([F:20])[F:21])[CH:12]=2)=[O:15])=[CH:3][CH:2]=1 |f:2.3.4.5|. Reported procedure: To commercially available nitromethane (10 ml) were added commercially available anisole (1.081 g), commercially available 3-(trifluoromethyl)benzoyl chloride (2.086 g) and commercially available ytterbium(III) trifluoromethanesulfonate (620 mg), and the admixture was stirred at 60° C. overnight. The reaction mixture was treated in the same manner as described in Example 120 to obtain 719 mg of the title compound (yield: 26%). Reactants: ClCCl, CC(C)N, O=[N+]([O-])c1cnn(-c2ncc(Cl)cc2Cl)c1Br. The product is CC(C)Nc1c([N+](=O)[O-])cnn1-c1ncc(Cl)cc1Cl. RXN SMILES: [CH2:22]([Cl:23])[Cl:24].[CH3:18][CH:19]([CH3:20])[NH2:21].[Cl:1][c:2]1[c:3](-[n:9]2[n:10][cH:11][c:12]([N+:15](=[O:16])[O-:17])[c:13]2[Br:14])[n:4][cH:5][c:6]([Cl:8])[cH:7]1>>[Cl:1][c:2]1[c:3](-[n:9]2[n:10][cH:11][c:12]([N+:15](=[O:16])[O-:17])[c:13]2[NH:21][CH:19]([CH3:18])[CH3:20])[n:4][cH:5][c:6]([Cl:8])[cH:7]1. Reactants: CC1N(N=C(C2=C(C1)C=C1C(=C2)OCO1)C1=CC=C(C=C1)[N+](=O)[O-])C(N)=NO ((±)-8-Methyl-5-(4-nitrophenyl)-8,9-dihydro-7H-1,3-dioxolo[4,5-h][2,3]benzodiazepine-7-carbamidoxime), C(OCC)(OCC)OCC (triethyl orthoformate), Cl (hydrochloric acid). Run at temperature 110 celsius, time 30 minute. The product is CC1N(N=C(C2=C(C1)C=C1C(=C2)OCO1)C1=CC=C(C=C1)[N+](=O)[O-])C1=NOC=N1 ((±)-8-Methyl-5-(4-nitrophenyl)-7-(1,2,4-oxadiazol-3-yl)-8,9-dihydro-7H-1,3-dioxolo[4,5-h][2,3]benzodiazepine). Isolated yield 75.0%. As a reaction SMILES: [CH3:1][CH:2]1[CH2:8][C:7]2[CH:9]=[C:10]3[O:15][CH2:14][O:13][C:11]3=[CH:12][C:6]=2[C:5]([C:16]2[CH:21]=[CH:20][C:19]([N+:22]([O-:24])=[O:23])=[CH:18][CH:17]=2)=[N:4][N:3]1[C:25](=[N:27][OH:28])[NH2:26].[CH:29](OCC)(OCC)OCC.Cl>>[CH3:1][CH:2]1[CH2:8][C:7]2[CH:9]=[C:10]3[O:15][CH2:14][O:13][C:11]3=[CH:12][C:6]=2[C:5]([C:16]2[CH:21]=[CH:20][C:19]([N+:22]([O-:24])=[O:23])=[CH:18][CH:17]=2)=[N:4][N:3]1[C:25]1[N:26]=[CH:29][O:28][N:27]=1. Reported procedure: A mixture of 1.50 g (3.91 mmol) of the starting material XXIV and 15 ml of triethyl orthoformate in the presence of 0.05 ml of 36% hydrochloric acid was stirred at 110° C. for 30 min, then concentrated in vacuum. The residue was stirred with water, the precipitated crystals were filtered off, washed with water and recrystallized from 2-methoxyethanol to yield 1.15 g (75%) of the title compound; Mp.: 190-196° C. Reactants: C(C)(C)(C)OC(=O)NCC(=O)NC1=C(C=CC=C1)C1=NC2=C(C(O1)=O)C=CC=C2 (2-[2-(tert-butyloxycarbonyl)aminoethanoyl]aminophenyl-3,1-benzoxazin-4-one), Cl (hydrogen chloride), compounds. Solvent: C(C)(=O)OCC (ethyl acetate). The product is Cl.NCC(=O)NC1=C(C=CC=C1)C1=NC2=C(C(O1)=O)C=CC=C2 (2-[2-aminoethanoyl]aminophenyl-3,1-benzoxazin-4-one hydrochloride). As a reaction SMILES: C(OC([NH:8][CH2:9][C:10]([NH:12][C:13]1[CH:18]=[CH:17][CH:16]=[CH:15][C:14]=1[C:19]1[O:24][C:23](=[O:25])[C:22]2[CH:26]=[CH:27][CH:28]=[CH:29][C:21]=2[N:20]=1)=[O:11])=O)(C)(C)C.[ClH:30]>C(OCC)(=O)C>[ClH:30].[NH2:8][CH2:9][C:10]([NH:12][C:13]1[CH:18]=[CH:17][CH:16]=[CH:15][C:14]=1[C:19]1[O:24][C:23](=[O:25])[C:22]2[CH:26]=[CH:27][CH:28]=[CH:29][C:21]=2[N:20]=1)=[O:11] |f:3.4|. Procedure details: 2-[2-(tert-butyloxycarbonyl)aminoethanoyl]aminophenyl-3,1-benzoxazin-4-one (45 mg) was reacted in ethyl acetate with hydrogen chloride under reaction conditions as described for the synthesis of compounds of Example 9, Method A, to afford the above-titled compound. The product is C=Cc1ccc(-c2ccccn2)cc1. RXN SMILES: [CH3:3][c:4]1[cH:5][cH:6][cH:7][cH:8][cH:9]1.[CH:10](=[O:11])[c:12]1[cH:13][cH:14][c:15](-[c:18]2[n:19][cH:20][cH:21][cH:22][cH:23]2)[cH:16][cH:17]1.[H-:1].[Na+:2].[OH2:24]>>[CH2:3]=[CH:10][c:12]1[cH:13][cH:14][c:15](-[c:18]2[n:19][cH:20][cH:21][cH:22][cH:23]2)[cH:16][cH:17]1. Reactants: Cc1ccccc1, O=Cc1ccc(-c2ccccn2)cc1, [H-], [Na+], O.